From a dataset of the Open Reaction Database (ORD), a public repository of structured organic reaction records. describe an organic reaction: reactants, conditions, products, and yield Reactants: O=C(OOC(=O)c1ccccc1)c1ccccc1, COCOc1cc(-c2nc3ccccc3o2)ccc1C, ClC(Cl)(Cl)Cl, O=C1CCC(=O)N1Br. The product is COCOc1cc(-c2nc3ccccc3o2)ccc1CBr. Reaction SMILES: [C:29]([O:30][O:31][C:32](=[O:33])[c:34]1[cH:35][cH:36][cH:37][cH:38][cH:39]1)(=[O:40])[c:41]1[cH:42][cH:43][cH:44][cH:45][cH:46]1.[CH3:1][O:2][CH2:3][O:4][c:5]1[cH:6][c:7](-[c:12]2[o:13][c:14]3[c:15]([n:16]2)[cH:17][cH:18][cH:19][cH:20]3)[cH:8][cH:9][c:10]1[CH3:11].[Cl:47][C:48]([Cl:49])([Cl:50])[Cl:51].[O:21]=[C:22]1[N:23]([Br:28])[C:24](=[O:25])[CH2:26][CH2:27]1>>[CH3:1][O:2][CH2:3][O:4][c:5]1[cH:6][c:7](-[c:12]2[o:13][c:14]3[c:15]([n:16]2)[cH:17][cH:18][cH:19][cH:20]3)[cH:8][cH:9][c:10]1[CH2:11][Br:28]. Reactants: S(=O)(Cl)Cl (Thionyl chloride), IC=1C=C(C(=O)O)C=CC1C (3-iodo-4-methyl benzoic acid), [NH4+].[Cl-] (NH4Cl), C(C)(C)N(CC)C(C)C (Diisopropylethylamine), acid chloride, N1(CCOCC1)CCCN (3-morpholin-4-yl-propylamine). Solvent: C1CCOC1 (THF), CCOC(=O)C (EtOAc), C(Cl)Cl (DCM). Run at time 24 hour. Product: IC=1C=C(C(=O)NCCCN2CCOCC2)C=CC1C (3-Iodo-4-methyl-N-(3-morpholin-4-yl-propyl)-benzamide). The yield is 50.3%. RXN SMILES: S(Cl)(Cl)=O.[I:5][C:6]1[CH:7]=[C:8]([CH:12]=[CH:13][C:14]=1[CH3:15])[C:9]([OH:11])=O.C(N(C(C)C)CC)(C)C.[N:25]1([CH2:31][CH2:32][CH2:33][NH2:34])[CH2:30][CH2:29][O:28][CH2:27][CH2:26]1.[NH4+].[Cl-]>C1COCC1.C(Cl)Cl.CCOC(C)=O>[I:5][C:6]1[CH:7]=[C:8]([CH:12]=[CH:13][C:14]=1[CH3:15])[C:9]([NH:34][CH2:33][CH2:32][CH2:31][N:25]1[CH2:30][CH2:29][O:28][CH2:27][CH2:26]1)=[O:11] |f:4.5|. Procedure: Thionyl chloride (5.6 mL) was added over 1 min to a 0° C. solution of 3-iodo-4-methyl benzoic acid (5 g, 19.1 mmol) in THF (30 mL). The solution was stirred for 24 h at rt and the volatile components were removed in vacuo. A portion of the crude acid chloride (1 g, 3.57 mmol) was dissolved in DCM (10 mL) and was cooled to 0° C. Diisopropylethylamine (0.78 mL, 4.46 mmol) was added followed by 3-morpholin-4-yl-propylamine (0.52 mL, 3.56 mmol) and the reaction was stirred for 1 h at rt. EtOAc (80 m... Reactants: CI, CCOC(C)=O, Cc1nc2cc(CN(Cc3cc(C(F)(F)F)cc(C(F)(F)F)c3)c3nn[nH]n3)c(N(CC3CC3)CC3CC3)nc2n1C, [H-], [Na+], CN(C)C=O. Yields the product Cc1nc2cc(CN(Cc3cc(C(F)(F)F)cc(C(F)(F)F)c3)c3nnn(C)n3)c(N(CC3CC3)CC3CC3)nc2n1C. RXN SMILES: [CH3:45][I:46].[CH3:47][CH2:48][O:49][C:50](=[O:51])[CH3:52].[F:1][C:2]([c:3]1[cH:4][c:5]([CH2:6][N:7]([c:8]2[n:9][n:10][nH:11][n:12]2)[CH2:13][c:14]2[cH:15][c:16]3[c:17]([n:18][c:19]2[N:20]([CH2:21][CH:22]2[CH2:23][CH2:24]2)[CH2:25][CH:26]2[CH2:27][CH2:28]2)[n:29]([CH3:33])[c:30]([CH3:32])[n:31]3)[cH:34][c:35]([C:37]([F:38])([F:39])[F:40])[cH:36]1)([F:41])[F:42].[H-:43].[Na+:44].[O:53]=[CH:54][N:55]([CH3:56])[CH3:57]>>[F:1][C:2]([c:3]1[cH:4][c:5]([CH2:6][N:7]([c:8]2[n:9][n:10]([CH3:47])[n:11][n:12]2)[CH2:13][c:14]2[cH:15][c:16]3[c:17]([n:18][c:19]2[N:20]([CH2:21][CH:22]2[CH2:23][CH2:24]2)[CH2:25][CH:26]2[CH2:27][CH2:28]2)[n:29]([CH3:33])[c:30]([CH3:32])[n:31]3)[cH:34][c:35]([C:37]([F:38])([F:39])[F:40])[cH:36]1)([F:41])[F:42]. Starting materials: FC1=CC=CC=C1 (fluorobenzene), gallium trihalide, iron trihalide, gamma-carboxy-gamma-valerolactone anhydride, titanium tetrahalide, boron trihalide, antimony trihalide, gamma-carbonylhalide-gamma-valerolactone, C(=O)(O)C1(CCC(=O)O1)C (gamma-carboxy-gamma-valerolactone), aluminum trihalide. Product: FC1=CC=C(C(=O)C2(CCC(=O)O2)C)C=C1 (gamma-(para-fluorobenzoyl)-gamma-valerolactone). RXN SMILES: [F:1][C:2]1[CH:7]=[CH:6][CH:5]=[CH:4][CH:3]=1.[C:8]([C:11]1([CH3:17])[O:16][C:14](=[O:15])[CH2:13][CH2:12]1)(O)=[O:9]>>[F:1][C:2]1[CH:7]=[CH:6][C:5]([C:8]([C:11]2([CH3:17])[O:16][C:14](=[O:15])[CH2:13][CH2:12]2)=[O:9])=[CH:4][CH:3]=1. Procedure: acylating fluorobenzene with gamma-carbonylhalide-gamma-valerolactone, gamma-carboxy-gamma-valerolactone or gamma-carboxy-gamma-valerolactone anhydride in the presence of gallium trihalide, aluminum trihalide, antimony trihalide, titanium tetrahalide, boron trihalide or iron trihalide to form gamma-(para-fluorobenzoyl)-gamma-valerolactone; or acylating fluorobenzene with gamma-methyl-glutaconic anhydride in the presence of aluminum chloride, polyphosphoric acid, hydrogen fluoride, sulfuric acid,... Reactants: [Br-], C1CCOC1, CCOC(C)=O, CCCCCC, CCCS(=O)(=O)c1ccc(C=NS(=O)C(C)(C)C)cc1, C=C[Mg+]. The product is C=CC(NS(=O)C(C)(C)C)c1ccc(S(=O)(=O)CCC)cc1. Reaction SMILES: [Br-:1].[CH2:31]1[O:32][CH2:33][CH2:34][CH2:35]1.[CH3:25][CH2:26][O:27][C:28](=[O:29])[CH3:30].[CH3:36][CH2:37][CH2:38][CH2:39][CH2:40][CH3:41].[CH3:5][C:6]([CH3:7])([CH3:8])[S:9](=[O:10])[N:11]=[CH:12][c:13]1[cH:14][cH:15][c:16]([S:19](=[O:20])(=[O:21])[CH2:22][CH2:23][CH3:24])[cH:17][cH:18]1.[CH:2](=[CH2:3])[Mg+:4]>>[CH:2](=[CH2:3])[CH:12]([NH:11][S:9]([C:6]([CH3:5])([CH3:7])[CH3:8])=[O:10])[c:13]1[cH:14][cH:15][c:16]([S:19](=[O:20])(=[O:21])[CH2:22][CH2:23][CH3:24])[cH:17][cH:18]1. Reactants: FC1=C(C#N)C=C(C=C1)C(F)(F)F (2-fluoro-5-(trifluoromethyl)benzonitrile), C[S-].[Na+] (sodium methanethiolate), Cl (hydrochloric acid). The solvent is CN(C=O)C (N,N-dimethylformamide). Product: CSC1=C(C#N)C=C(C=C1)C(F)(F)F (2-(methylsulfanyl)-5-(trifluoromethyl)benzonitrile). The yield is 67.1%. Reaction SMILES: F[C:2]1[CH:9]=[CH:8][C:7]([C:10]([F:13])([F:12])[F:11])=[CH:6][C:3]=1[C:4]#[N:5].[CH3:14][S-:15].[Na+].Cl>CN(C)C=O>[CH3:14][S:15][C:2]1[CH:9]=[CH:8][C:7]([C:10]([F:13])([F:12])[F:11])=[CH:6][C:3]=1[C:4]#[N:5] |f:1.2|. Procedure: (Step 1) A mixture of 2-fluoro-5-(trifluoromethyl)benzonitrile (10 g) and sodium methanethiolate (4.08 g) was stirred in N,N-dimethylformamide (30 ml) at 80° C. for 14 hr. The reaction solution was treated with 1N hydrochloric acid, and extracted with ethyl acetate. The extract was washed successively with aqueous sodium hydrogen carbonate solution and saturated brine, and dried over magnesium sulfate. The solvent was evaporated under reduced pressure to give 2-(methylsulfanyl)-5-(trifluoromethy... Starting materials: NC=1C(=NC(=C(N1)C1=CC=CC=C1)C1=NN(C(C=C1)=O)C(C)C)C(=O)O (3-amino-6-(1-isopropyl-6-oxo-1,6-dihydro-3-pyridazinyl)-5-phenyl-2-pyrazinecarboxylic acid). The solvent is ClC1=C(C=CC=C1)Cl (o-dichlorobenzene). Yields the product NC=1N=C(C(=NC1)C=1C=CC(N(N1)C(C)C)=O)C1=CC=CC=C1 (6-(5-amino-3-phenyl-2-pyrazinyl)-2-isopropyl-3(2H)-pyridazinone). The yield is 93.7%. As a reaction SMILES: [NH2:1][C:2]1[C:3](C(O)=O)=[N:4][C:5]([C:14]2[CH:19]=[CH:18][C:17](=[O:20])[N:16]([CH:21]([CH3:23])[CH3:22])[N:15]=2)=[C:6]([C:8]2[CH:13]=[CH:12][CH:11]=[CH:10][CH:9]=2)[N:7]=1>ClC1C=CC=CC=1Cl>[NH2:1][C:2]1[N:7]=[C:6]([C:8]2[CH:9]=[CH:10][CH:11]=[CH:12][CH:13]=2)[C:5]([C:14]2[CH:19]=[CH:18][C:17](=[O:20])[N:16]([CH:21]([CH3:23])[CH3:22])[N:15]=2)=[N:4][CH:3]=1. Procedure details: A suspension of 3-amino-6-(1-isopropyl-6-oxo-1,6-dihydro-3-pyridazinyl)-5-phenyl-2-pyrazinecarboxylic acid (250 mg) in o-dichlorobenzene (1.25 ml) was refluxed for 2 hours. After cooling, IPE (2.5 ml) was added to the reaction mixture to yield a precipitate. The precipitate was collected by filtration to give 6-(5-amino-3-phenyl-2-pyrazinyl)-2-isopropyl-3(2H)-pyridazinone as a solid (205 mg). The reactants are CC=1C=C(C=CC1OC)B(O)O (3-Methyl-4-methoxyphenylboronic acid), C1(=CC=CC=C1)C (toluene), IC1=CC=C(C(=O)O)C=C1 (4-iodobenzoic acid), C([O-])([O-])=O.[Cs+].[Cs+] (cesium carbonate). Solvent: C(CCC)O (n-butanol), O (water). Run at temperature 80 celsius. The product is CC=1C=C(C=CC1OC)C1=CC=C(C=C1)C(=O)O (3′-methyl-4′-methoxy-4-biphenylcarboxylic acid). The yield is 30.3%. As a reaction SMILES: [CH3:1][C:2]1[CH:3]=[C:4](B(O)O)[CH:5]=[CH:6][C:7]=1[O:8][CH3:9].I[C:14]1[CH:22]=[CH:21][C:17]([C:18]([OH:20])=[O:19])=[CH:16][CH:15]=1.C(=O)([O-])[O-].[Cs+].[Cs+].C1(C)C=CC=CC=1>C(O)CCC.O>[CH3:1][C:2]1[CH:3]=[C:4]([C:14]2[CH:22]=[CH:21][C:17]([C:18]([OH:20])=[O:19])=[CH:16][CH:15]=2)[CH:5]=[CH:6][C:7]=1[O:8][CH3:9] |f:2.3.4|. Reported procedure: 3-Methyl-4-methoxyphenylboronic acid (542 mg) was combined with 4-iodobenzoic acid (810 mg), cesium carbonate (5.32 g), toluene (16 mL), water (8 mL) and n-butanol (4 mL). The mixture was degassed under vacuum with argon purging after which, tetrakis-triphenylphosphine palladium (38 mg) was added. The reaction was heated to 80° C. for 20 hours after which, it was cooled to room temperature and diluted with ethyl acetate (16 mL). The layers were separated and the organics were concentrated to dry...